From a dataset of the Open Reaction Database (ORD), a public repository of structured organic reaction records. describe an organic reaction: reactants, conditions, products, and yield The reactants are C(=C)[Mg]Br (vinyl magnesium bromide), C(C)(C)P(=O)(Cl)Cl (isopropyl phosphonic dichloride), C1CCOC1 (THF), [NH4+].[Cl-] (NH4Cl). Reaction conditions: temperature -78 celsius, time 30 minute. The product is C(=C)P(C(C)C)(C=C)=O (diethenyl(propan-2-yl)phosphane oxide). The yield is 80.0%. As a reaction SMILES: [CH:1]([P:4](Cl)(Cl)=[O:5])([CH3:3])[CH3:2].[CH:8]([Mg]Br)=[CH2:9].[NH4+].[Cl-].[CH2:14]1COC[CH2:15]1>>[CH:14]([P:4](=[O:5])([CH:8]=[CH2:9])[CH:1]([CH3:3])[CH3:2])=[CH2:15] |f:2.3|. Procedure details: A 20 L four-necked round bottom flask fitted with an overhead stirrer and dropping funnel, flame dried and cooled in a stream of nitrogen, was charged with isopropyl phosphonic dichloride (350.0 g, 2173 mmol) in THF (5000 mL). The mixture was cool to −78° C. and vinyl magnesium bromide (5217 mL, 5217 mmol, 1M in THF) was added dropwise over 4 h. The reaction mixture was stirred at −78° C. for additional 30 minutes. After completion, the reaction mixture was poured into cold saturated aqueous NH4... Starting materials: O=Cc1cnc(Br)s1, C[Al](C)C, CCCCCCC, [Cl-], ClCCl, Cl, N#N, [NH4+]. Yields the product CC(O)c1cnc(Br)s1. Reaction SMILES: [Br:3][c:4]1[s:5][c:6]([CH:9]=[O:10])[cH:7][n:8]1.[CH3:11][Al:12]([CH3:13])[CH3:14].[CH3:21][CH2:22][CH2:23][CH2:24][CH2:25][CH2:26][CH3:27].[Cl-:15].[Cl:18][CH2:19][Cl:20].[ClH:17].[N:1]#[N:2].[NH4+:16]>>[Br:3][c:4]1[s:5][c:6]([CH:9]([OH:10])[CH3:11])[cH:7][n:8]1. Starting materials: FC=1C=C2C=C(NC2=CC1)C (5-Fluoro-2-methylindole), C(C1=CC=CC=C1)OC1=CC=C(C=C1)I (4-benzyloxy iodobenzene). Yields the product FC=1C=C2C=C(N(C2=CC1)C1=CC=C(C=C1)OCC1=CC=CC=C1)C (5-Fluoro-l -(4-benzyloxyphenyl)-2-methyl-1H-indole). The yield is 23.0%. Reaction SMILES: [F:1][C:2]1[CH:3]=[C:4]2[C:8](=[CH:9][CH:10]=1)[NH:7][C:6]([CH3:11])=[CH:5]2.[CH2:12]([O:19][C:20]1[CH:25]=[CH:24][C:23](I)=[CH:22][CH:21]=1)[C:13]1[CH:18]=[CH:17][CH:16]=[CH:15][CH:14]=1>>[F:1][C:2]1[CH:3]=[C:4]2[C:8](=[CH:9][CH:10]=1)[N:7]([C:23]1[CH:24]=[CH:25][C:20]([O:19][CH2:12][C:13]3[CH:18]=[CH:17][CH:16]=[CH:15][CH:14]=3)=[CH:21][CH:22]=1)[C:6]([CH3:11])=[CH:5]2. Procedure: 5-Fluoro-2-methylindole (5.0 g, 33.5 mmol) and 4-benzyloxy iodobenzene (10.40 g, 33.5 mmol) were reacted according to the procedure used in Example 1a above to afford a white solid (23%): mp 94-95° C.; 1 H NMR (DMSO-d6): δ 2.23 (3H, s), 5.19 (2H, s), 6.39 (1H, s), 6.84-6.94 (2H, m), 7.19-7.29 (3H, m), 7.34-7.44 (5H, m), 7.51 (2H, d,J=7.1 Hz); MS m/z (M+H)+ 332. Anal. for C22H18NOF: Calc'd: C, 79.74; H, 5.47; N, 4.23. Found: C, 79.54; H, 5.54; N, 4.21. Reactants: NCCC(O)C1=CC(=CC(=C1)C)Br (3-amino-1-(3-bromo-5-methylphenyl)propan-1-ol), FC(C(=O)OCC)(F)F (ethyl trifluoroacetate). The product is BrC=1C=C(C=C(C1)C)C(CCNC(C(F)(F)F)=O)O (N-(3-(3-bromo-5-methylphenyl)-3-hydroxypropyl)-2,2,2-trifluoroacetamide). RXN SMILES: [NH2:1][CH2:2][CH2:3][CH:4]([C:6]1[CH:11]=[C:10]([CH3:12])[CH:9]=[C:8]([Br:13])[CH:7]=1)[OH:5].[F:14][C:15]([F:22])([F:21])[C:16](OCC)=[O:17]>>[Br:13][C:8]1[CH:7]=[C:6]([CH:4]([OH:5])[CH2:3][CH2:2][NH:1][C:16](=[O:17])[C:15]([F:22])([F:21])[F:14])[CH:11]=[C:10]([CH3:12])[CH:9]=1. Procedure: Treatment of 3-amino-1-(3-bromo-5-methylphenyl)propan-1-ol with ethyl trifluoroacetate following the method used in Example 79 gave N-(3-(3-bromo-5-methylphenyl)-3-hydroxypropyl)-2,2,2-trifluoroacetamide as a light colored oil. Yield (0.38 g, 22%, 3 steps): 1H NMR (400 MHz, CDCl3) δ 7.29 (s, 1H), 7.26 (s, 1H), 7.05-7.07 (m, 1H), 4.80 (dd, J=8.8, 4.0 Hz, 1H), 3.62-3.75 (m, 1H), 3.36-3.44 (m, 1H), 2.33 (s, 3H), 1.90-2.0 (m, 2H).